Dataset: the Open Reaction Database (ORD), a public repository of structured organic reaction records. Task: describe an organic reaction: reactants, conditions, products, and yield Reactants: [S-2].[Na+].[Na+] (sodium sulfide), BrCCN1C(C=2C(C1=O)=CC=CC2)=O (N-(2-bromoethyl)phthalimide), hydrate, [N+](=O)([O-])C1=C(C=CC(=C1)SC#N)O (2-nitro-4-thiocyanophenol), ice water, Cl (hydrochloric acid). Solvent: CO (methanol), CS(=O)C (dimethyl sulfoxide). Reaction conditions: time 3 hour. The product is OC1=C(C=C(C=C1)SCCN1C(C=2C(C1=O)=CC=CC2)=O)[N+](=O)[O-] (N-[2-(4-hydroxy-3-nitrophenylthio)ethyl]phthalimide). Yield: 66.9%. Reaction SMILES: [S-2].[Na+].[Na+].[N+:4]([C:7]1[CH:12]=[C:11]([S:13][C:14]#N)[CH:10]=[CH:9][C:8]=1[OH:16])([O-:6])=[O:5].BrC[CH2:19][N:20]1[C:24](=[O:25])[C:23]2=[CH:26][CH:27]=[CH:28][CH:29]=[C:22]2[C:21]1=[O:30].Cl>CS(C)=O.CO>[OH:16][C:8]1[CH:9]=[CH:10][C:11]([S:13][CH2:14][CH2:19][N:20]2[C:21](=[O:30])[C:22]3=[CH:29][CH:28]=[CH:27][CH:26]=[C:23]3[C:24]2=[O:25])=[CH:12][C:7]=1[N+:4]([O-:6])=[O:5] |f:0.1.2|. Reported procedure: A methanol solution (15 ml) containing sodium sulfide. 9 hydrate (3.60 g) was added to 2-nitro-4-thiocyanophenol (1.96 g), which was prepared according to the method described in U.S. Pat. No. 2,562,948 (1951), in dimethyl sulfoxide (10 ml). Then N-(2-bromoethyl)phthalimide (2.54 g) was added, and the mixture was agitated for 3 hrs at room temperature, and was poured into ice water. The pH of the solution was adjusted to 5 with diluted hydrochloric acid, and the precipitate was collected to obta... The product is Clc1cc(Sc2ccccc2)cnc1OCc1ccccc1I. The reactants are [CH3], Fc1ncc(Sc2ccccc2)cc1Cl, O=C([O-])C(=O)c1ccccc1COc1ncc(Sc2ccccc2)cc1Cl, OCc1ccccc1I. RXN SMILES: [CH3:25].[Cl:10][c:11]1[c:12]([F:24])[n:13][cH:14][c:15]([S:17][c:18]2[cH:19][cH:20][cH:21][cH:22][cH:23]2)[cH:16]1.[O:26]=[C:27]([c:28]1[cH:29][cH:30][cH:31][cH:32][c:33]1[CH2:34][O:35][c:36]1[c:37]([Cl:38])[cH:39][c:40]([S:41][c:42]2[cH:43][cH:44][cH:45][cH:46][cH:47]2)[cH:48][n:49]1)[C:50]([O-:51])=[O:52].[OH:1][CH2:2][c:3]1[c:4]([I:9])[cH:5][cH:6][cH:7][cH:8]1>>[O:1]([CH2:2][c:3]1[c:4]([I:9])[cH:5][cH:6][cH:7][cH:8]1)[c:12]1[c:11]([Cl:10])[cH:16][c:15]([S:17][c:18]2[cH:19][cH:20][cH:21][cH:22][cH:23]2)[cH:14][n:13]1. Starting materials: ClC1=NC(=CC(=C1[N+](=O)[O-])C)C (2-Chloro-4,6-dimethyl-3-nitropyridine), NC1=CC=C(C=C1)C[C@H](C)O ((2S)-1-(4-aminophenyl)-2-propanol). Product: CC1=C(C(=NC(=C1)C)NC1=CC=C(C=C1)C[C@H](C)O)[N+](=O)[O-] ((2S)-1-{4-[(-4,6-dimethyl-3-nitro-2-pyridinyl)amino]phenyl}-2-propanol). As a reaction SMILES: Cl[C:2]1[C:7]([N+:8]([O-:10])=[O:9])=[C:6]([CH3:11])[CH:5]=[C:4]([CH3:12])[N:3]=1.[NH2:13][C:14]1[CH:19]=[CH:18][C:17]([CH2:20][C@@H:21]([OH:23])[CH3:22])=[CH:16][CH:15]=1>>[CH3:11][C:6]1[CH:5]=[C:4]([CH3:12])[N:3]=[C:2]([NH:13][C:14]2[CH:15]=[CH:16][C:17]([CH2:20][C@@H:21]([OH:23])[CH3:22])=[CH:18][CH:19]=2)[C:7]=1[N+:8]([O-:10])=[O:9]. Reported procedure: The title compound was prepared according to the procedure described in step 1 of Example 162 from 2-chloro-4,6-dimethyl-3-nitropyridine (step 2 of Example 1) and (2S)-1-(4-aminophenyl)-2-propanol (step 2 of Example 248). The reactants are CC(C)(C)OC(=O)N1CCC(C(=O)O)CC1, COc1ccc(C2CCCCC2)cc1-c1csc(N)n1, CC#N, CCN(C(C)C)C(C)C. Product: COc1ccc(C2CCCCC2)cc1-c1csc(NC(=O)C2CCN(C(=O)OC(C)(C)C)CC2)n1. As a reaction SMILES: [C:1](=[O:2])([O:3][C:4]([CH3:5])([CH3:6])[CH3:7])[N:8]1[CH2:9][CH2:10][CH:11]([C:12](=[O:13])[OH:14])[CH2:15][CH2:16]1.[CH3:26][O:27][c:28]1[c:29](-[c:40]2[n:41][c:42]([NH2:45])[s:43][cH:44]2)[cH:30][c:31]([CH:34]2[CH2:35][CH2:36][CH2:37][CH2:38][CH2:39]2)[cH:32][cH:33]1.[CH3:46][C:47]#[N:48].[CH:17]([N:18]([CH2:19][CH3:20])[CH:21]([CH3:22])[CH3:23])([CH3:24])[CH3:25]>>[C:1](=[O:2])([O:3][C:4]([CH3:5])([CH3:6])[CH3:7])[N:8]1[CH2:9][CH2:10][CH:11]([C:12](=[O:14])[NH:45][c:42]2[n:41][c:40](-[c:29]3[c:28]([O:27][CH3:26])[cH:33][cH:32][c:31]([CH:34]4[CH2:35][CH2:36][CH2:37][CH2:38][CH2:39]4)[cH:30]3)[cH:44][s:43]2)[CH2:15][CH2:16]1.